Dataset: the Open Reaction Database (ORD), a public repository of structured organic reaction records. Task: describe an organic reaction: reactants, conditions, products, and yield Starting materials: NC1=C(C(=O)N)C=C(C=C1)N1CCCCC1 (2-amino-5-piperidin-1-yl-benzamide), C(=O)([O-])[O-].[K+].[K+] (K2CO3), ClC1=NC=C(C(=N1)Cl)Cl (2,4,5-trichloropyrimidine), O (water). Solvent: C1CCOC1 (THF). Conditions: time 72 hour. Yields the product ClC1=NC=C(C(=N1)NC1=C(C(=O)N)C=C(C=C1)N1CCCCC1)Cl (2-(2,5-dichloro-pyrimidin-4-ylamino)-5-piperidin-1-yl-benzamide). Yield: 58.8%. As a reaction SMILES: [NH2:1][C:2]1[CH:10]=[CH:9][C:8]([N:11]2[CH2:16][CH2:15][CH2:14][CH2:13][CH2:12]2)=[CH:7][C:3]=1[C:4]([NH2:6])=[O:5].C([O-])([O-])=O.[K+].[K+].[Cl:23][C:24]1[N:29]=[C:28](Cl)[C:27]([Cl:31])=[CH:26][N:25]=1.O>C1COCC1>[Cl:23][C:24]1[N:29]=[C:28]([NH:1][C:2]2[CH:10]=[CH:9][C:8]([N:11]3[CH2:16][CH2:15][CH2:14][CH2:13][CH2:12]3)=[CH:7][C:3]=2[C:4]([NH2:6])=[O:5])[C:27]([Cl:31])=[CH:26][N:25]=1 |f:1.2.3|. Reported procedure: To a solution of 2-amino-5-piperidin-1-yl-benzamide (1.05 g, 4.6 mmol, Heterocyclic Comm. 2001, 7, 473-480) in THF (10 mL) was added K2CO3 (0.76 g, 5.5 mmol) and 2,4,5-trichloropyrimidine (0.84 g, 4.6 mmol). After stirring for 72 h, addition of water (5 mL) gave a precipitate that was removed by filtration and washed with water (5×3 mL) and ether (3×2 mL) to afford 2-(2,5-dichloro-pyrimidin-4-ylamino)-5-piperidin-1-yl-benzamide as a yellow solid (0.99 g) that was used without further purificatio...